The task is: describe an organic reaction: reactants, conditions, products, and yield. This data is from the Open Reaction Database (ORD), a public repository of structured organic reaction records. The reactants are C(C)OCC (diethylether), C(OC1=CC(=C(C=C1)C(C)(C)C)OCC1=CC=CC=C1)(OC(C)(C)C)=O (3-(benzyloxy)-4-tert-butylphenyl tert-butyl carbonate), [H-].[Al+3].[Li+].[H-].[H-].[H-] (lithium aluminum hydride). Solvent: O (H2O). Run at time 3 hour. Product: C(C1=CC=CC=C1)OC=1C=C(C=CC1C(C)(C)C)O (3-(Benzyloxy)-4-tert-butylphenol). As a reaction SMILES: C(OCC)C.C(=O)(OC(C)(C)C)[O:7][C:8]1[CH:13]=[CH:12][C:11]([C:14]([CH3:17])([CH3:16])[CH3:15])=[C:10]([O:18][CH2:19][C:20]2[CH:25]=[CH:24][CH:23]=[CH:22][CH:21]=2)[CH:9]=1.[H-].[Al+3].[Li+].[H-].[H-].[H-]>O>[CH2:19]([O:18][C:10]1[CH:9]=[C:8]([OH:7])[CH:13]=[CH:12][C:11]=1[C:14]([CH3:16])([CH3:15])[CH3:17])[C:20]1[CH:21]=[CH:22][CH:23]=[CH:24][CH:25]=1 |f:2.3.4.5.6.7|. The yield is 95.6%. Procedure details: To a diethylether (100 ml) solution of 3-(benzyloxy)-4-tert-butylphenyl tert-butyl carbonate (7.1 g, 20 mmol) was added lithium aluminum hydride (0.75 g, 20 mmol) at 0° C. The reaction mixture was 10 stirred at ambient temperature for 3 hours. To the mixture was added H2O (10 ml) carefully to form a white prepicitate. The organic layer was dried over magnesium sulfate. After filtration to separate solvent and magnesium sulfate and precipitate, the solvent was removed under reduced pressure to gi... The reactants are C(C1=CC=CC=C1)OC1=CC=C(C=C1)N1CCC(CC1)NC(CCCC1=CC=CC=C1)=O (N-[1-(4-benzyloxy-phenyl)-piperidin-4-yl]-4-phenyl-butyramide), [H-].[H-].[H-].[H-].[Li+].[Al+3] (LiAlH4). Product: C(C1=CC=CC=C1)OC1=CC=C(C=C1)N1CCC(CC1)NCCCCC1=CC=CC=C1 ([1-(4-benzyloxy-phenyl)-piperidin-4-yl]-(4-phenyl-butyl)-amine). Yield: 17.2%. As a reaction SMILES: [CH2:1]([O:8][C:9]1[CH:14]=[CH:13][C:12]([N:15]2[CH2:20][CH2:19][CH:18]([NH:21][C:22](=O)[CH2:23][CH2:24][CH2:25][C:26]3[CH:31]=[CH:30][CH:29]=[CH:28][CH:27]=3)[CH2:17][CH2:16]2)=[CH:11][CH:10]=1)[C:2]1[CH:7]=[CH:6][CH:5]=[CH:4][CH:3]=1.[H-].[H-].[H-].[H-].[Li+].[Al+3]>>[CH2:1]([O:8][C:9]1[CH:14]=[CH:13][C:12]([N:15]2[CH2:20][CH2:19][CH:18]([NH:21][CH2:22][CH2:23][CH2:24][CH2:25][C:26]3[CH:27]=[CH:28][CH:29]=[CH:30][CH:31]=3)[CH2:17][CH2:16]2)=[CH:11][CH:10]=1)[C:2]1[CH:3]=[CH:4][CH:5]=[CH:6][CH:7]=1 |f:1.2.3.4.5.6|. Reported procedure: Following the procedure of example 40b, N-[1-(4-benzyloxy-phenyl)-piperidin-4-yl]-4-phenyl-butyramide (450 mg) was reduced with LiAlH4 to give [1-(4-benzyloxy-phenyl)-piperidin-4-yl]-(4-phenyl-butyl)-amine (75 mg; 17%) as a light yellow solid (MS: m/e=415.4 (M+H+)). Starting materials: stannous chloride dihydrate, OC=1C(=NC=2C=C(C3=C(C2N1)C=CC=C3)[N+](=O)[O-])O (2,3-dihydroxy-6-nitrobenzo(f)quinoxaline). Run in Cl (hydrochloric acid), Cl (hydrochloric acid). Run at time 2 hour. Yields the product NC=1C2=C(C=3N=C(C(=NC3C1)O)O)C=CC=C2 (6-Amino-2,3-dihydroxybenzo(f)quinoxaline). Isolated yield 79.2%. Reaction SMILES: [OH:1][C:2]1[C:3]([OH:19])=[N:4][C:5]2[CH:6]=[C:7]([N+:16]([O-])=O)[C:8]3[CH:15]=[CH:14][CH:13]=[CH:12][C:9]=3[C:10]=2[N:11]=1>Cl>[NH2:16][C:7]1[C:8]2[CH:15]=[CH:14][CH:13]=[CH:12][C:9]=2[C:10]2[N:11]=[C:2]([OH:1])[C:3]([OH:19])=[N:4][C:5]=2[CH:6]=1. Procedure details: A solution of stannous chloride dihydrate (3.7 g, 16 mmol) in 10 ml of conc. hydrochloric acid was added dropwise to a stirred suspension of 2,3-dihydroxy-6-nitrobenzo(f)quinoxaline (1.3 g, 5 mmol) in 8 ml of conc. hydrochloric acid. Then the mixture was stirred at 60°-70° C. on an oil bath for 2 h. After cooling on ice, the precipitate was collected, dissolved in boiling water (1 l), filtered while hot, and neutralized to pH 6 with solid sodium hydrogen carbonate. The yellow product was isolate... The reactants are [OH-].[K+] (Potassium hydroxide), N1(CCCCC1)C1CCN(CC1)CC=1C(=NC2=CC=C(C=C2C1C(=O)OC)S(=O)(=O)C)C1=CC(=CC=C1)C(F)(F)F (methyl 3-(1,4′-bipiperidin-1′-ylmethyl)-6-(methylsulfonyl)-2-[3-(trifluoromethyl)phenyl]-4-quinolinecarboxylate). The solvent is O (water), CO (methanol). Run at time 8 hour. Yields the product N1(CCCCC1)C1CCN(CC1)CC=1C(=NC2=CC=C(C=C2C1C(=O)O)S(=O)(=O)C)C1=CC(=CC=C1)C(F)(F)F (3-(1,4′-bipiperidin-1′-ylmethyl)-6-(methylsulfonyl)-2-[3-(trifluoromethyl)phenyl]-4-quinolinecarboxylic acid). Yield: 48.1%. RXN SMILES: [OH-].[K+].[N:3]1([CH:9]2[CH2:14][CH2:13][N:12]([CH2:15][C:16]3[C:17]([C:34]4[CH:39]=[CH:38][CH:37]=[C:36]([C:40]([F:43])([F:42])[F:41])[CH:35]=4)=[N:18][C:19]4[C:24]([C:25]=3[C:26]([O:28]C)=[O:27])=[CH:23][C:22]([S:30]([CH3:33])(=[O:32])=[O:31])=[CH:21][CH:20]=4)[CH2:11][CH2:10]2)[CH2:8][CH2:7][CH2:6][CH2:5][CH2:4]1>O.CO>[N:3]1([CH:9]2[CH2:10][CH2:11][N:12]([CH2:15][C:16]3[C:17]([C:34]4[CH:39]=[CH:38][CH:37]=[C:36]([C:40]([F:41])([F:42])[F:43])[CH:35]=4)=[N:18][C:19]4[C:24]([C:25]=3[C:26]([OH:28])=[O:27])=[CH:23][C:22]([S:30]([CH3:33])(=[O:31])=[O:32])=[CH:21][CH:20]=4)[CH2:13][CH2:14]2)[CH2:8][CH2:7][CH2:6][CH2:5][CH2:4]1 |f:0.1|. Procedure details: Potassium hydroxide (0.699 g, 12.46 mmol) in water (10 mL) was added to a solution of methyl 3-(1,4′-bipiperidin-1′-ylmethyl)-6-(methylsulfonyl)-2-[3-(trifluoromethyl)phenyl]-4-quinolinecarboxylate (1.47 g, 2.493 mmol) in methanol (30 mL). The mixture was heated to reflux for 5 h before the solvent was removed under reduced pressure. The residue was acidified to pH 5-6 with 2N HCl, and the mixture was allowed to stand overnight at room temperature. The solvent was collected by filtration, washed... The reactants are C(#N)C1=C(N)C=C(C=C1)C(F)(F)F (2-cyano-5-trifluoromethylaniline), stannous chloride, N(=O)[O-].[Na+] (sodium nitrite), diazo. Solvent: Cl (hydrochloric acid), Cl (hydrochloric acid). Yields the product NC1=NNC2=CC(=CC=C12)C(F)(F)F (3-amino-6-trifluoromethylindazole). Reaction SMILES: [C:1]([C:3]1[CH:9]=[CH:8][C:7]([C:10]([F:13])([F:12])[F:11])=[CH:6][C:4]=1[NH2:5])#[N:2].[N:14]([O-])=O.[Na+]>Cl>[NH2:2][C:1]1[C:3]2[C:4](=[CH:6][C:7]([C:10]([F:11])([F:12])[F:13])=[CH:8][CH:9]=2)[NH:5][N:14]=1 |f:1.2|. Procedure details: To a mixture of 18.6 g. of 2-cyano-5-trifluoromethylaniline and 120 ml. of concentrated hydrochloric acid is added dropwise 8.0 g. of sodium nitrite in aqueous solution. The resulting diazo solution is added dropwise to 152 g. of stannous chloride in concentrated hydrochloric acid at 0° C. After allowing the mixture to stand for several hours at 0° C., it is filtered. The solid is treated with boiling water and the solution is made alkaline. The precipitate is recrystallized from benzene to give... The reactants are CC(=O)O, CCOC(=O)c1cn(C2CC2)c2cc(F)c(F)c(F)c2c1=O, O, O=S(=O)(O)O. Yields the product O=C(O)c1cn(C2CC2)c2cc(F)c(F)c(F)c2c1=O. RXN SMILES: [CH3:23][C:24](=[O:25])[OH:26].[CH:1]1([n:4]2[cH:5][c:6]([C:18](=[O:19])[O:20][CH2:21][CH3:22])[c:7](=[O:17])[c:8]3[c:9]([F:16])[c:10]([F:15])[c:11]([F:14])[cH:12][c:13]23)[CH2:2][CH2:3]1.[OH2:32].[S:27](=[O:28])(=[O:29])([OH:30])[OH:31]>>[CH:1]1([n:4]2[cH:5][c:6]([C:18](=[O:19])[OH:20])[c:7](=[O:17])[c:8]3[c:9]([F:16])[c:10]([F:15])[c:11]([F:14])[cH:12][c:13]23)[CH2:2][CH2:3]1. The reactants are ClC1=C(C(=O)N[C@@H](CC2=CC=C(C=C2)C2=C(C=CC=C2OC)OC)C(=O)OCC)C(=CC=C1)Cl (N-(2,6-Dichlorobenzoyl)-4-(2,6-dimethoxyphenyl)-L-phenylalanine, ethyl ester), methyl ester, B(Br)(Br)Br (BBr3). Run in C(Cl)Cl (CH2Cl2). Conditions: temperature -78 celsius, time 2 hour. The product is C(C)OC([C@@H](NC(C1=C(C=CC=C1Cl)Cl)=O)CC1=CC=C(C=C1)C1=C(C=CC=C1OC)O)=O (N-(2,6-dichlorobenzoyl)-4-(2-hydroxy-6-methoxyphenyl)-L-phenylalanine ethyl ester). As a reaction SMILES: [Cl:1][C:2]1[CH:33]=[CH:32][CH:31]=[C:30]([Cl:34])[C:3]=1[C:4]([NH:6][C@H:7]([C:25]([O:27][CH2:28][CH3:29])=[O:26])[CH2:8][C:9]1[CH:14]=[CH:13][C:12]([C:15]2[C:20]([O:21]C)=[CH:19][CH:18]=[CH:17][C:16]=2[O:23][CH3:24])=[CH:11][CH:10]=1)=[O:5].B(Br)(Br)Br>C(Cl)Cl>[CH2:28]([O:27][C:25](=[O:26])[C@H:7]([CH2:8][C:9]1[CH:14]=[CH:13][C:12]([C:15]2[C:16]([O:23][CH3:24])=[CH:17][CH:18]=[CH:19][C:20]=2[OH:21])=[CH:11][CH:10]=1)[NH:6][C:4](=[O:5])[C:3]1[C:2]([Cl:1])=[CH:33][CH:32]=[CH:31][C:30]=1[Cl:34])[CH3:29]. Reported procedure: N-(2,6-Dichlorobenzoyl)-4-(2,6-dimethoxyphenyl)-L-phenylalanine, ethyl ester (0.16 g, prepared in a fashion similar to that of the methyl ester described in Example 8) was dissolved in anhydrous CH2Cl2 (8 mL). The solution was cooled to −78° C. and BBr3 (0.56 mL, 1 M solution in CH2Cl2) was added. The mixture was allowed to warm to 0° C., and stirred at that temperature for 2 h. The mixture was subsequently warmed to room temperature and quenched with satd. NaHCO3 (5 mL). The mixture was stirred...